From a dataset of the Open Reaction Database (ORD), a public repository of structured organic reaction records. describe an organic reaction: reactants, conditions, products, and yield The product is [Br-].BrC1=CC(=C(NC2=NC=NC3=CC(=C(C=C23)OC)OCC2CC[N+](CC2)(CC2=C(N=CN2C)[N+](=O)[O-])C)C=C1)F (4-({[4-(4-bromo-2-fluoroanilino)-6-methoxy-7-quinazolinyl]oxy}methyl)-1-methyl-1-[(1-methyl-4-nitro-1H-imidazol-5-yl)methyl]piperidinium bromide). The solvent is CN1CCCC1=O (NMP). RXN SMILES: [Br:1][C:2]1[CH:7]=[CH:6][C:5]([NH:8][C:9]2[C:18]3[C:13](=[CH:14][C:15]([O:21][CH2:22][CH:23]4[CH2:28][CH2:27][N:26]([CH3:29])[CH2:25][CH2:24]4)=[C:16]([O:19][CH3:20])[CH:17]=3)[N:12]=[CH:11][N:10]=2)=[C:4]([F:30])[CH:3]=1.BrC[C:33]1[N:34]([CH3:41])[CH:35]=[C:36]([N+:38]([O-:40])=[O:39])[N:37]=1.[CH3:42]COC(C)=O>CN1C(=O)CCC1>[Br-:1].[Br:1][C:2]1[CH:7]=[CH:6][C:5]([NH:8][C:9]2[C:18]3[C:13](=[CH:14][C:15]([O:21][CH2:22][CH:23]4[CH2:28][CH2:27][N+:26]([CH3:42])([CH2:29][C:35]5[N:34]([CH3:41])[CH:33]=[N:37][C:36]=5[N+:38]([O-:40])=[O:39])[CH2:25][CH2:24]4)=[C:16]([O:19][CH3:20])[CH:17]=3)[N:12]=[CH:11][N:10]=2)=[C:4]([F:30])[CH:3]=1 |f:4.5|. Procedure: To a solution of N-(4-bromo-2-fluorophenyl)-6-methoxy-7-[(1-methyl-4-piperidinyl)methoxy]-4-quinazolinamine (ZD6474; Hennequin et al, J Med Chem, 2002, 45, 1300-1312) (250 mg, 0.53 mmol) in NMP (1 mL) was added 5-(bromomethyl)-1-methyl-4-nitro-1H-imidazole (105) (139 mg, 0.63 mmol) according to general procedure C, except the reaction was stirred for 48 hours and EtOAc was used instead of MeCN in the work-up to give 4-({[4-(4-bromo-2-fluoroanilino)-6-methoxy-7-quinazolinyl]oxy}methyl)-1-methyl-1... The reactants are BrC1=CC(=C(C=C1)NC1=NC=NC2=CC(=C(C=C12)OC)OCC1CCN(CC1)C)F (N-(4-bromo-2-fluorophenyl)-6-methoxy-7-[(1-methyl-4-piperidinyl)methoxy]-4-quinazolinamine), BrCC=1N(C=C(N1)[N+](=O)[O-])C (2-(bromomethyl)-1-methyl-4-nitro-1H-imidazole), CCOC(=O)C (EtOAc). Run at time 48 hour. Starting materials: C1(CCCCC1)C(C(CC=O)(C1=CC=CC=C1)C)=O (4-cyclohexyl-3-methyl-4-oxo-3-phenylbutyraldehyde), Cl.COC1=C(C=CC=C1)N1CCNCC1 (1-(2′-methoxyphenyl)piperazine hydrochloride), Cl (HCl), [BH-](OC(=O)C)(OC(=O)C)OC(=O)C.[Na+] (NaBH(OAc)3). Solvent: CC(C)(C)OC (MTBE), O (water), C(Cl)Cl (CH2Cl2), CC(=O)O (AcOH). Reaction conditions: time 4 day. Product: COC1=C(C=CC=C1)N1CCN(CC1)CCC(C)(C1=CC=CC=C1)C(=O)C1CCCCC1 (1-(2-methoxyphenyl)-4-[3-(cyclohexanecarbonyl)-3-(phenyl)butyl]piperazine). Yield: 103.4%. RXN SMILES: [CH:1]1([C:7](=[O:19])[C:8]([CH3:18])([C:12]2[CH:17]=[CH:16][CH:15]=[CH:14][CH:13]=2)[CH2:9][CH:10]=O)[CH2:6][CH2:5][CH2:4][CH2:3][CH2:2]1.Cl.[CH3:21][O:22][C:23]1[CH:28]=[CH:27][CH:26]=[CH:25][C:24]=1[N:29]1[CH2:34][CH2:33][NH:32][CH2:31][CH2:30]1.[BH-](OC(C)=O)(OC(C)=O)OC(C)=O.[Na+].Cl>C(Cl)Cl.CC(OC)(C)C.O.CC(O)=O>[CH3:21][O:22][C:23]1[CH:28]=[CH:27][CH:26]=[CH:25][C:24]=1[N:29]1[CH2:34][CH2:33][N:32]([CH2:10][CH2:9][C:8]([C:7]([CH:1]2[CH2:6][CH2:5][CH2:4][CH2:3][CH2:2]2)=[O:19])([C:12]2[CH:17]=[CH:16][CH:15]=[CH:14][CH:13]=2)[CH3:18])[CH2:31][CH2:30]1 |f:1.2,3.4|. Procedure details: To a slurry of 13.72 g (0.05310 mol) of 4-cyclohexyl-3-methyl-4-oxo-3-phenylbutyraldehyde and 11.57 g (0.05058 mol) of 1-(2′-methoxyphenyl)piperazine hydrochloride in 391 mL of CH2Cl2 was added 9.7 mL of AcOH to make the reaction mixture homogeneous. To the reaction solution was added slowly 14.63 g (0.06904 mol) of NaBH(OAc)3. After stirring over 4 days (reaction should be complete within 2-5 h), 200 mL of 1N HCl (aq) was added to quench reaction mixture (pH=1). The mixture was extracted with 2... Reactants: ligand 1, CC(C)(C)[O-].[Na+] (NaOt-Bu), [O-]P(=O)([O-])[O-].[K+].[K+].[K+] (K3PO4), ClC1=C(C=CC=C1)[N+](=O)[O-] (2-chloronitrobenzene), CC1=C(N)C(=CC=C1)C (2,6-dimethylaniline), solution. Reagents/catalysts: C=1C=CC(=CC1)/C=C/C(=O)/C=C/C2=CC=CC=C2.C=1C=CC(=CC1)/C=C/C(=O)/C=C/C2=CC=CC=C2.C=1C=CC(=CC1)/C=C/C(=O)/C=C/C2=CC=CC=C2.[Pd].[Pd] (Pd2(dba)3). Solvent: COCCOC (DME), CCOCC (ether), CCCCCCCCCCCC (dodecane). Conditions: temperature 100 celsius, time 10 minute. The product is CC1=C(C(=CC=C1)C)NC1=C(C=CC=C1)[N+](=O)[O-] (N-(2,6-Dimethylphenyl)-2-nitroaniline). The yield is 90.8%. RXN SMILES: CC([O-])(C)C.[Na+].[O-]P([O-])([O-])=O.[K+].[K+].[K+].Cl[C:16]1[CH:21]=[CH:20][CH:19]=[CH:18][C:17]=1[N+:22]([O-:24])=[O:23].[CH3:25][C:26]1[CH:32]=[CH:31][CH:30]=[C:29]([CH3:33])[C:27]=1[NH2:28]>COCCOC.CCOCC.CCCCCCCCCCCC.C1C=CC(/C=C/C(/C=C/C2C=CC=CC=2)=O)=CC=1.C1C=CC(/C=C/C(/C=C/C2C=CC=CC=2)=O)=CC=1.C1C=CC(/C=C/C(/C=C/C2C=CC=CC=2)=O)=CC=1.[Pd].[Pd]>[CH3:25][C:26]1[CH:32]=[CH:31][CH:30]=[C:29]([CH3:33])[C:27]=1[NH:28][C:16]1[CH:21]=[CH:20][CH:19]=[CH:18][C:17]=1[N+:22]([O-:24])=[O:23] |f:0.1,2.3.4.5,11.12.13.14.15|. Reported procedure: A solution of ligand 1 (see FIG. 1) [42 mg, 0.1 mmol (8.4 mg, 0.02 mmol, 4 mol % per reaction)] and NaOt-Bu [10 mg, 0.1 mmol (2 mg, 0.02 mmol, 4 mol % per reaction)] were stirred in 5 mL DME (anhy). After 10 minutes, 1 mL of the solution was added via syringe to a test tube containing (under an Argon atmosphere) Pd2(dba)3 (4.6 mg, 0.005 mmol, 2 mol % Pd), K3PO4 (148 mg, 0.7 mmol), 2-chloronitrobenzene (79 mg, 0.5 mmol), and 2,6-dimethylaniline (74 μL, 0.6 mmol). The test tube was capped (with a ...